This data is from the Open Reaction Database (ORD), a public repository of structured organic reaction records. The task is: describe an organic reaction: reactants, conditions, products, and yield Reactants: [Cl-].[Al+3].[Cl-].[Cl-] (aluminum chloride), CC=1C=C(C(=O)Cl)C=C(C1)C (3,5-dimethylbenzoyl chloride), [N+](=O)([O-])C1=CC=CC=C1 (nitrobenzene), COC1=CC=C(C=C1)C=1OC2=C(C1)C=CC=C2 (2-p-methoxyphenylbenzofuran). Solvent: O (water). Run at time 12 minute. Yields the product COC1=CC=C(C=C1)C=1OC2=C(C1C(C1=CC(=CC(=C1)C)C)=O)C=CC=C2 (2-p-methoxyphenyl-3-(3',5'-dimethylbenzoyl)benzofuran). Reaction SMILES: [Cl-].[Al+3].[Cl-].[Cl-].[N+](C1C=CC=CC=1)([O-])=O.[CH3:14][O:15][C:16]1[CH:21]=[CH:20][C:19]([C:22]2[O:23][C:24]3[CH:30]=[CH:29][CH:28]=[CH:27][C:25]=3[CH:26]=2)=[CH:18][CH:17]=1.[CH3:31][C:32]1[CH:33]=[C:34]([CH:38]=[C:39]([CH3:41])[CH:40]=1)[C:35](Cl)=[O:36]>O>[CH3:14][O:15][C:16]1[CH:21]=[CH:20][C:19]([C:22]2[O:23][C:24]3[CH:30]=[CH:29][CH:28]=[CH:27][C:25]=3[C:26]=2[C:35](=[O:36])[C:34]2[CH:38]=[C:39]([CH3:41])[CH:40]=[C:32]([CH3:31])[CH:33]=2)=[CH:18][CH:17]=1 |f:0.1.2.3|. Reported procedure: To a cooled (0°) solution of 14.0 g. (0.105 mol.) of aluminum chloride in 100 ml. of nitrobenzene was added 11.2 g. (0.05 mol.) of 2-p-methoxyphenylbenzofuran followed immediately by 10.0 g. (0.06 mol.) of 3,5-dimethylbenzoyl chloride. The reaction mixture was stirred at 0° for 12 minutes (until the red color began to turn reddish-brown) then poured into water. The aqueous mixture was steam distilled to remove nitrobenzene and the residue was dissolved in methylene chloride. The methylene chlori...